Task: describe an organic reaction: reactants, conditions, products, and yield. Dataset: the Open Reaction Database (ORD), a public repository of structured organic reaction records The reactants are O=C([O-])[O-], CI, CO, [K+], [K+], Nc1nc(S)nc2c1nc(O)n2Cc1ccc(F)cc1. The product is CSc1nc(N)c2nc(O)n(Cc3ccc(F)cc3)c2n1. RXN SMILES: [C:21](=[O:22])([O-:23])[O-:24].[CH3:27][I:28].[CH3:29][OH:30].[K+:25].[K+:26].[NH2:1][c:2]1[c:3]2[n:4][c:5]([OH:20])[n:6]([CH2:12][c:13]3[cH:14][cH:15][c:16]([F:19])[cH:17][cH:18]3)[c:7]2[n:8][c:9]([SH:11])[n:10]1>>[NH2:1][c:2]1[c:3]2[n:4][c:5]([OH:20])[n:6]([CH2:12][c:13]3[cH:14][cH:15][c:16]([F:19])[cH:17][cH:18]3)[c:7]2[n:8][c:9]([S:11][CH3:21])[n:10]1. Starting materials: C(C1=CC=CC=C1)OC=1C(=CC(=C(C1)C(O)C1=CC=C(C=C1)C)Br)OC ((5-Benzyloxy-2-bromo-4-methoxyphenyl)p-tolylmethanol). The reagents and catalysts are [O-2].[O-2].[Mn+4] (manganese dioxide). Run in ClCCl (dichloromethane). Reaction conditions: time 8 hour. Yields the product C(C1=CC=CC=C1)OC=1C(=CC(=C(C1)C(=O)C1=CC=C(C=C1)C)Br)OC ((5-Benzyloxy-2-bromo-4-methoxyphenyl)p-tolylmethanone). The yield is 87.8%. Reaction SMILES: [CH2:1]([O:8][C:9]1[C:10]([O:25][CH3:26])=[CH:11][C:12]([Br:24])=[C:13]([CH:15]([C:17]2[CH:22]=[CH:21][C:20]([CH3:23])=[CH:19][CH:18]=2)[OH:16])[CH:14]=1)[C:2]1[CH:7]=[CH:6][CH:5]=[CH:4][CH:3]=1>[O-2].[O-2].[Mn+4].ClCCl>[CH2:1]([O:8][C:9]1[C:10]([O:25][CH3:26])=[CH:11][C:12]([Br:24])=[C:13]([C:15]([C:17]2[CH:18]=[CH:19][C:20]([CH3:23])=[CH:21][CH:22]=2)=[O:16])[CH:14]=1)[C:2]1[CH:3]=[CH:4][CH:5]=[CH:6][CH:7]=1 |f:1.2.3|. Reported procedure: A mixture of 5-benzyloxy-2-bromo-4-methoxyphenyl)-p-tolylmethanol (reference example 9-1) (1.27 g), manganese dioxide (2.67 g) and dichloromethane (30 mL) was stirred at room temperature overnight. Insoluble materials were removed by celite (registered mark) filtration. The filtrate was concentrated under reduced pressure to give the title compound (1.11 g). The reactants are NC1=CC=CC=C1 (Aniline), C(C)(C)N(CC)C(C)C (diisopropylethylamine), ClC1=NC=CC=C1[N+](=O)[O-] (2-chloro-3-nitropyridine). Solvent: C1CCOC1 (THF). Yields the product [N+](=O)([O-])C=1C(=NC=CC1)NC1=CC=CC=C1 (3-nitro-N-phenylpyridin-2-amine). RXN SMILES: Cl[C:2]1[C:7]([N+:8]([O-:10])=[O:9])=[CH:6][CH:5]=[CH:4][N:3]=1.[NH2:11][C:12]1[CH:17]=[CH:16][CH:15]=[CH:14][CH:13]=1.C(N(C(C)C)CC)(C)C>C1COCC1>[N+:8]([C:7]1[C:2]([NH:11][C:12]2[CH:17]=[CH:16][CH:15]=[CH:14][CH:13]=2)=[N:3][CH:4]=[CH:5][CH:6]=1)([O-:10])=[O:9]. Procedure details: 2-chloro-3-nitropyridine (structure 1 as shown in Scheme 1) was dissolved in THF (10 mL/mmol) in a round bottom flask. Aniline (1.0 eq.) (structure 2 as shown in Scheme 1) and diisopropylethylamine (1.05 eq.) were added. The reaction mixture was heated to the appropriate temperature for 4 to 36 hours. After cooling to room temperature the solvent was removed under reduced pressure. The residue was dissolved in ethyl acetate (20 mL/mmol) and washed with water and brine (20 mL/mmol respectively). ... The reactants are [Li]CCCC, ClC(Cl)Cl, C1CCOC1, O, O=C(O)c1c[nH]c2ccccc12, O=S(=O)(Cl)c1ccccc1. Yields the product O=C(O)c1cn(S(=O)(=O)c2ccccc2)c2ccccc12. RXN SMILES: [CH2:13]([Li:14])[CH2:15][CH2:16][CH3:17].[CH:34]([Cl:35])([Cl:36])[Cl:37].[O:29]1[CH2:30][CH2:31][CH2:32][CH2:33]1.[OH2:28].[OH:1][C:2](=[O:3])[c:4]1[cH:5][nH:6][c:7]2[cH:8][cH:9][cH:10][cH:11][c:12]12.[c:18]1([S:24](=[O:25])(=[O:26])[Cl:27])[cH:19][cH:20][cH:21][cH:22][cH:23]1>>[OH:1][C:2](=[O:3])[c:4]1[cH:5][n:6]([S:24]([c:18]2[cH:19][cH:20][cH:21][cH:22][cH:23]2)(=[O:25])=[O:26])[c:7]2[cH:8][cH:9][cH:10][cH:11][c:12]12. Reactants: OC1=C(C(=NC(=C1)O)C(F)(F)F)C(=O)OCC (Ethyl 4,6-dihydroxy-2-(trifluoromethyl)-3-pyridinecarboxylate), C([O-])([O-])=O.[K+].[K+] (potassium carbonate), IC(C)C (2-iodopropane), CC(=O)C (acetone). Yields the product C(C)(C)OC1=C(C(=NC(=C1)OC(C)C)C(F)(F)F)C(=O)OCC (Ethyl 4,6-diisopropoxy-2-(trifluoromethyl)-3-pyridinecarboxylate). Yield: 98.0%. As a reaction SMILES: [OH:1][C:2]1[CH:7]=[C:6]([OH:8])[N:5]=[C:4]([C:9]([F:12])([F:11])[F:10])[C:3]=1[C:13]([O:15][CH2:16][CH3:17])=[O:14].C(=O)([O-])[O-].[K+].[K+].I[CH:25]([CH3:27])[CH3:26].[CH3:28][C:29]([CH3:31])=O>>[CH:25]([O:1][C:2]1[CH:7]=[C:6]([O:8][CH:29]([CH3:31])[CH3:28])[N:5]=[C:4]([C:9]([F:12])([F:10])[F:11])[C:3]=1[C:13]([O:15][CH2:16][CH3:17])=[O:14])([CH3:27])[CH3:26] |f:1.2.3|. Procedure: A mixture of 37.3 g of product of Example 1, 41 g of potassium carbonate, 99 g of 2-iodopropane and 300 ml of acetone was held at reflux for 21 hours. The reaction mixture was filtered. The acetone filtrate was concentrated. The residue was taken into ether and the ether solution was washed with 10% sodium hydroxide, dried, and concentrated. The residue was kugelrohr distilled to give 48.8 g (98%) of product, nD25 1.4491. The reactants are FC(C=1C=C(C=CC1)CN1C2=CC=CC(=C2C=2C(=CC=CC12)O)C(=O)OC)(F)F (9-[(3-trifluoromethylphenyl)methyl]-4-hydroxy-5-carbomethoxy carbazole), [OH-].[NH4+] (ammonium hydroxide), Cl (HCl). The solvent is C(C)(=O)OCC (ethyl acetate), C1CCOC1 (THF). Product: FC(C=1C=C(C=CC1)CN1C2=CC=CC(=C2C=2C(=CC=CC12)O)C(N)=O)(F)F (9-[(3-trifluoromethylphenyl)methyl]-4-hydroxy-5-carbamoyl carbazole). Yield: 50.0%. RXN SMILES: [F:1][C:2]([F:29])([F:28])[C:3]1[CH:4]=[C:5]([CH2:9][N:10]2[C:22]3[CH:21]=[CH:20][CH:19]=[C:18]([OH:23])[C:17]=3[C:16]3[C:11]2=[CH:12][CH:13]=[CH:14][C:15]=3[C:24](OC)=[O:25])[CH:6]=[CH:7][CH:8]=1.Cl.[OH-].[NH4+:32]>C1COCC1.C(OCC)(=O)C>[F:1][C:2]([F:29])([F:28])[C:3]1[CH:4]=[C:5]([CH2:9][N:10]2[C:22]3[CH:21]=[CH:20][CH:19]=[C:18]([OH:23])[C:17]=3[C:16]3[C:11]2=[CH:12][CH:13]=[CH:14][C:15]=3[C:24](=[O:25])[NH2:32])[CH:6]=[CH:7][CH:8]=1 |f:2.3|. Procedure: A solution of the 9-[(3-trifluoromethylphenyl)methyl]-4-hydroxy-5-carbomethoxy carbazole (250 mg, 0.625 mM) in 5 mL THF and 20 mL concentrated aqueous ammonium hydroxide was sonicated for 30 h at 40-50° C. The mixture was diluted with ethyl acetate and acidified to pH 1 with 5 N HCl. The aqueous layer was extracted three times with ethyl acetate. The combined organic extracts were washed with saturated brine, dried over magnesium sulfate, filtered, and concentrated. The residue was purified by c...